Dataset: the Open Reaction Database (ORD), a public repository of structured organic reaction records. Task: describe an organic reaction: reactants, conditions, products, and yield Starting materials: Brc1cnc2[nH]ccc2n1, CC1(C(=O)Cl)CCC(OCc2ccccc2)CC1, CCOCC, Cc1ccccc1, ClCCl. Product: CC1(C(=O)c2c[nH]c3ncc(Br)nc23)CCC(OCc2ccccc2)CC1. Reaction SMILES: [Br:1][c:2]1[n:3][c:4]2[c:5]([n:6][cH:7]1)[nH:8][cH:9][cH:10]2.[CH2:11]([c:12]1[cH:13][cH:14][cH:15][cH:16][cH:17]1)[O:18][CH:19]1[CH2:20][CH2:21][C:22]([C:25](=[O:26])[Cl:27])([CH3:28])[CH2:23][CH2:24]1.[CH3:29][CH2:30][O:31][CH2:32][CH3:33].[CH3:34][c:35]1[cH:36][cH:37][cH:38][cH:39][cH:40]1.[Cl:41][CH2:42][Cl:43]>>[Br:1][c:2]1[n:3][c:4]2[c:5]([n:6][cH:7]1)[nH:8][cH:9][c:10]2[C:25]([C:22]1([CH3:28])[CH2:21][CH2:20][CH:19]([O:18][CH2:11][c:12]2[cH:13][cH:14][cH:15][cH:16][cH:17]2)[CH2:24][CH2:23]1)=[O:26]. Reactants: [BH4-], CCCC(C)(C#N)C(=O)OCC, CCO, [Cl-], [Li+], [Na+], C1CCOC1, O=C(O)CC(O)(CC(=O)O)C(=O)O. The product is CCCC(C)(C#N)CO. RXN SMILES: [BH4-:15].[C:1](#[N:2])[C:3]([C:4](=[O:5])[O:6][CH2:7][CH3:8])([CH2:9][CH2:10][CH3:11])[CH3:12].[CH3:35][CH2:36][OH:37].[Cl-:14].[Li+:13].[Na+:16].[O:30]1[CH2:31][CH2:32][CH2:33][CH2:34]1.[OH:17][C:18]([CH2:19][C:20]([C:21](=[O:22])[OH:23])([CH2:24][C:25](=[O:26])[OH:27])[OH:28])=[O:29]>>[C:1](#[N:2])[C:3]([CH2:4][OH:5])([CH2:9][CH2:10][CH3:11])[CH3:12].